Dataset: the Open Reaction Database (ORD), a public repository of structured organic reaction records. Task: describe an organic reaction: reactants, conditions, products, and yield Starting materials: CN(C=O)C (dimethylformamide), COC1=CC=C(CCl)C=C1 (p-methoxybenzyl chloride), [H-].[Na+] (sodium hydride), ice water. Run at time 2 hour. Product: COC1=CC=C(COC=2C=C(C=O)C=CC2)C=C1 (3-(p-methoxybenzyloxy)benzaldehyde). Reaction SMILES: [CH3:1][O:2][C:3]1[CH:10]=[CH:9][C:6]([CH2:7]Cl)=[CH:5][CH:4]=1.[H-].[Na+].CN(C)[CH:15]=[O:16]>>[CH3:1][O:2][C:3]1[CH:10]=[CH:9][C:6]([CH2:7][O:2][C:3]2[CH:4]=[C:5]([CH:6]=[CH:9][CH:10]=2)[CH:15]=[O:16])=[CH:5][CH:4]=1 |f:1.2|. Procedure: m-Hydroxybenzaldehyde (24.1 g., 0.197 mole) was dissolved in 150 ml. of dimethylformamide. To this solution were added p-methoxybenzyl chloride (9.5 g., 0.197 mole) and 50% sodium hydride (in mineral oil) in small portions at room temperature. The reaction was stirred under an argon atmosphere for 2 hours, then allowed to stand overnight. The reaction mixture was poured into a large volume of ice water. The product 3-(p-methoxybenzyloxy)benzaldehyde was collected and recrystallized from ethanol;... Reactants: ClCC1=NC(=NO1)C=1N=CN2C1CN(C(C1=C2C=CC(=C1)F)=O)C (3-(5-chloromethyl-1,2,4-oxadiazol-3-yl)-8-fluoro-5-methyl-5,6-dihydro-4H-imidazo[1,5-a][1,4]benzodiazepin-6-one), C(C)NCC (diethylamine). The solvent is CN(C=O)C (dimethylformamide). Reaction conditions: time 16 hour. Yields the product C(C)N(CC)CC1=NC(=NO1)C=1N=CN2C1CN(C(C1=C2C=CC(=C1)F)=O)C (3-(5-diethylaminomethyl-1,2,4-oxadiazol-3-yl)-8-fluoro-5-methyl-5,6-dihydro-4H-imidazo[1,5-a][1,4]benzodiazepin-6-one). The yield is 80.5%. As a reaction SMILES: Cl[CH2:2][C:3]1[O:7][N:6]=[C:5]([C:8]2[N:9]=[CH:10][N:11]3[C:17]4[CH:18]=[CH:19][C:20]([F:22])=[CH:21][C:16]=4[C:15](=[O:23])[N:14]([CH3:24])[CH2:13][C:12]=23)[N:4]=1.[CH2:25]([NH:27][CH2:28][CH3:29])[CH3:26]>CN(C)C=O>[CH2:25]([N:27]([CH2:2][C:3]1[O:7][N:6]=[C:5]([C:8]2[N:9]=[CH:10][N:11]3[C:17]4[CH:18]=[CH:19][C:20]([F:22])=[CH:21][C:16]=4[C:15](=[O:23])[N:14]([CH3:24])[CH2:13][C:12]=23)[N:4]=1)[CH2:28][CH3:29])[CH3:26]. Procedure details: A suspension of 1.5 g (0.0043 mol) of 3-(5-chloromethyl-1,2,4-oxadiazol-3-yl)-8-fluoro-5-methyl-5,6-dihydro-4H-imidazo[1,5-a][1,4]benzodiazepin-6-one in 15 ml of dimethylformamide was treated with 1.6 g (0.022 mol) of diethylamine. After stirring at room temperature for 16 hrs. the solution obtained was freed completely from the solvents. The residue was chromatographed over silica gel with dichloromethane/methanol 9:1 as the eluent. There were obtained 1.33 g (81%) of 3-(5-diethylaminomethyl-1,... Reactants: N1(CCNCC1)CCC1=CC=2C(=NON2)C=C1 (5-[2-(piperazin-1-yl)ethyl]-2,1,3-benzoxadiazole), O1C(C1)C1=CC2=C(C(OC2)=O)C=C1 (5-oxiran-2-yl-2-benzofuran-1(3H)-one). The product is N=1ON=C2C1C=CC(=C2)CCN2CCN(CC2)CC(O)C2=CC1=C(C(OC1)=O)C=C2 (5-(2-{4-[2-(2,1,3-benzoxadiazol-5-yl)ethyl]piperazin-1-yl}-1-hydroxyethyl)-2-benzofuran-1(3H)-one). RXN SMILES: [N:1]1([CH2:7][CH2:8][C:9]2[CH:17]=[CH:16][C:12]3=[N:13][O:14][N:15]=[C:11]3[CH:10]=2)[CH2:6][CH2:5][NH:4][CH2:3][CH2:2]1.[O:18]1[CH2:20][CH:19]1[C:21]1[CH:30]=[CH:29][C:24]2[C:25](=[O:28])[O:26][CH2:27][C:23]=2[CH:22]=1>>[N:13]1[O:14][N:15]=[C:11]2[CH:10]=[C:9]([CH2:8][CH2:7][N:1]3[CH2:6][CH2:5][N:4]([CH2:20][CH:19]([C:21]4[CH:30]=[CH:29][C:24]5[C:25](=[O:28])[O:26][CH2:27][C:23]=5[CH:22]=4)[OH:18])[CH2:3][CH2:2]3)[CH:17]=[CH:16][C:12]=12. Procedure: 5-(2-{4-[2-(2,1,3-benzoxadiazol-5-yl)ethyl]piperazin-1-yl}-1-hydroxyethyl)-2-benzofuran-1(3H)-one was prepared in a similar fashion as to the synthesis described in EXAMPLE 12 starting from 5-[2-(piperazin-1-yl)ethyl]-2,1,3-benzoxadiazole and 5-oxiran-2-yl-2-benzofuran-1(3H)-one. LC/MS: [(M+1)]+=409. Reactants: C1(=CC=CC=C1)CC(=O)O (phenylacetic acid), C(C)(C)[Mg]Cl (iPrMgCl), C(=O)(OC(C)(C)C)N1CCC(CC1)=O (N-Boc-4-piperidone). Run in C1CCOC1 (THF). Conditions: time 1 hour. The product is C(C)(C)(C)OC(=O)N1CCC(CC1)(C(C1=CC=CC=C1)C(=O)O)O (4-Hydroxy-4-(1-carboxy-1-phenyl-methyl)piperidine-1-carboxylic Acid Tert-Butyl Ester). Yield: 99.3%. As a reaction SMILES: [C:1]1([CH2:7][C:8]([OH:10])=[O:9])[CH:6]=[CH:5][CH:4]=[CH:3][CH:2]=1.C([Mg]Cl)(C)C.[C:16]([N:23]1[CH2:28][CH2:27][C:26](=[O:29])[CH2:25][CH2:24]1)([O:18][C:19]([CH3:22])([CH3:21])[CH3:20])=[O:17]>C1COCC1>[C:19]([O:18][C:16]([N:23]1[CH2:28][CH2:27][C:26]([OH:29])([CH:7]([C:8]([OH:10])=[O:9])[C:1]2[CH:6]=[CH:5][CH:4]=[CH:3][CH:2]=2)[CH2:25][CH2:24]1)=[O:17])([CH3:22])([CH3:20])[CH3:21]. Procedure: To a solution of phenylacetic acid (13.7 g, 0.100 mol) in THF (90 mL) at 0° C. was slowly added iPrMgCl (2M in Et2O, 100 mL, 0.200 mol). The mixture was stirred at rt for 1 h and then N-Boc-4-piperidone (20.0 g, 0.100 mol) was added as a solid. Stirring was continued for 1 h and then the mixture was quenched with sat. NH4Cl and acidified to pH 2 using concentrated HCl. The mixture was extracted with EtOAc (×3) and the combined organic layers were dried over Na2SO4, filtered and concentrated to g...